This data is from the Open Reaction Database (ORD), a public repository of structured organic reaction records. The task is: describe an organic reaction: reactants, conditions, products, and yield Starting materials: [H-].[Na+] (sodium hydride), O (water), COC=1C=C2C(=NNC2=CC1OC)CN1CCN(CC1)C1=C(C=CC=C1)OC (5,6-dimethoxy-3-[[4-(2-methoxyphenyl)-1-piperazinyl]methyl]indazole), COC=1C=C(C=CC1OC)CCl (3,4-dimethoxyphenylmethyl chloride). The solvent is CN(C=O)C (dimethylformamide). Reaction conditions: time 30 minute. The product is COC=1C=C2C(=NN(C2=CC1OC)CC1=CC(=C(C=C1)OC)OC)CN1CCN(CC1)C1=C(C=CC=C1)OC (5,6-Dimethoxy-1-(3,4-dimethoxyphenyl)methyl-3-[[4-(2-methoxyphenyl)-1-piperazinyl]methyl]-1H-indazole). The yield is 79.6%. RXN SMILES: [H-].[Na+].[CH3:3][O:4][C:5]1[CH:6]=[C:7]2[C:11](=[CH:12][C:13]=1[O:14][CH3:15])[NH:10][N:9]=[C:8]2[CH2:16][N:17]1[CH2:22][CH2:21][N:20]([C:23]2[CH:28]=[CH:27][CH:26]=[CH:25][C:24]=2[O:29][CH3:30])[CH2:19][CH2:18]1.[CH3:31][O:32][C:33]1[CH:34]=[C:35]([CH2:41]Cl)[CH:36]=[CH:37][C:38]=1[O:39][CH3:40].O>CN(C)C=O>[CH3:3][O:4][C:5]1[CH:6]=[C:7]2[C:11](=[CH:12][C:13]=1[O:14][CH3:15])[N:10]([CH2:41][C:35]1[CH:36]=[CH:37][C:38]([O:39][CH3:40])=[C:33]([O:32][CH3:31])[CH:34]=1)[N:9]=[C:8]2[CH2:16][N:17]1[CH2:18][CH2:19][N:20]([C:23]2[CH:28]=[CH:27][CH:26]=[CH:25][C:24]=2[O:29][CH3:30])[CH2:21][CH2:22]1 |f:0.1|. Procedure: In dimethylformamide was suspended 61.6 mg of sodium hydride at 0° C., and 590 mg of 5,6-dimethoxy-3-[[4-(2-methoxyphenyl)-1-piperazinyl]methyl]indazole was added thereto, followed by stirring for 30 minutes. To the mixture was added 290 mg of 3,4-dimethoxyphenylmethyl chloride. After 1.5 hours, 2.0 ml of water was added to the reaction mixture, followed by evaporation of the solvent. The residue was purified by silica gel column chromatography (chloroform:ethanol=20:1) and recrystallized from e... Starting materials: C1CCOC1, O=CNc1cccc([N+](=O)[O-])c1C=O, [OH-], [OH-], [Pd+2]. Yields the product Nc1cccc(NC=O)c1C=O. Reaction SMILES: [CH2:15]1[O:16][CH2:17][CH2:18][CH2:19]1.[CH:1](=[O:2])[c:3]1[c:4]([NH:12][CH:13]=[O:14])[cH:5][cH:6][cH:7][c:8]1[N+:9]([O-:10])=[O:11].[OH-:20].[OH-:21].[Pd+2:22]>>[CH:1](=[O:2])[c:3]1[c:4]([NH:12][CH:13]=[O:14])[cH:5][cH:6][cH:7][c:8]1[NH2:9]. Yields the product CC(C)(C)OC(=O)N1CCN(CCCN)CC1. Reaction SMILES: [C:20]([CH3:21])([CH3:22])([CH3:23])[O:24][C:25](=[O:26])[N:27]1[CH2:28][CH2:29][N:30]([CH2:33][CH2:34][CH2:35][N:36]=[N+:37]=[N-:38])[CH2:31][CH2:32]1.[CH2:39]1[O:40][CH2:41][CH2:42][CH2:43]1.[c:1]1([P:2]([c:3]2[cH:4][cH:5][cH:6][cH:7][cH:8]2)[c:9]2[cH:10][cH:11][cH:12][cH:13][cH:14]2)[cH:15][cH:16][cH:17][cH:18][cH:19]1>>[C:20]([CH3:21])([CH3:22])([CH3:23])[O:24][C:25](=[O:26])[N:27]1[CH2:28][CH2:29][N:30]([CH2:33][CH2:34][CH2:35][NH2:36])[CH2:31][CH2:32]1. The reactants are CC(C)(C)OC(=O)N1CCN(CCCN=[N+]=[N-])CC1, C1CCOC1, c1ccc(P(c2ccccc2)c2ccccc2)cc1. The reactants are FC1=C(C=C(C=C1)CC(=O)O)O ((4-fluoro-3-hydroxyphenyl)acetic acid), C(C)S(=O)(=O)C1=CC(=C(C=C1)F)Cl (3-chloro-4-fluorophenyl ethyl sulfone). The product is ClC1=C(OC=2C=C(C=CC2F)CC(=O)O)C=CC(=C1)S(=O)(=O)CC ({3-[2-chloro-4-(ethylsulfonyl)phenoxy]-4-fluorophenyl}acetic acid). As a reaction SMILES: [F:1][C:2]1[CH:7]=[CH:6][C:5]([CH2:8][C:9]([OH:11])=[O:10])=[CH:4][C:3]=1[OH:12].[CH2:13]([S:15]([C:18]1[CH:23]=[CH:22][C:21](F)=[C:20]([Cl:25])[CH:19]=1)(=[O:17])=[O:16])[CH3:14]>>[Cl:25][C:20]1[CH:19]=[C:18]([S:15]([CH2:13][CH3:14])(=[O:17])=[O:16])[CH:23]=[CH:22][C:21]=1[O:12][C:3]1[CH:4]=[C:5]([CH2:8][C:9]([OH:11])=[O:10])[CH:6]=[CH:7][C:2]=1[F:1]. Reported procedure: The title compound was prepared by the method of example 2 step (iii) using the product of step (iv) and the product of example 3 step (i). The reactants are CCN(C(C)C)C(C)C (Hunig's base), COC=1C=C2C(=C(NC2=CC1)C)\C=C/1\C(NC(S1)=S)=O ((Z)-5-[(5-methoxy-2 methyl-1H-indol-3-yl)methylene]-2-thioxo-4-thiazolidinone), IC (iodomethane). The solvent is CO (methanol). Run at time 8 hour. The product is COC=1C=C2C(=C(NC2=CC1)C)\C=C/1\C(N=C(S1)SC)=O ((Z)-5-[(5-methoxy-2-methyl-1H-indol-3-yl)methylene]-2(methylthio)-4(5H) thiazolone). Yield: 91.0%. RXN SMILES: [CH3:1][O:2][C:3]1[CH:4]=[C:5]2[C:9](=[CH:10][CH:11]=1)[NH:8][C:7]([CH3:12])=[C:6]2/[CH:13]=[C:14]1/[C:15](=[O:20])[NH:16][C:17](=[S:19])[S:18]/1.[CH3:21]CN(C(C)C)C(C)C.IC>CO>[CH3:1][O:2][C:3]1[CH:4]=[C:5]2[C:9](=[CH:10][CH:11]=1)[NH:8][C:7]([CH3:12])=[C:6]2/[CH:13]=[C:14]1/[C:15](=[O:20])[N:16]=[C:17]([S:19][CH3:21])[S:18]/1. Procedure details: To a room temperature suspension of (Z)-5-[(5-methoxy-2 methyl-1H-indol-3-yl)methylene]-2-thioxo-4-thiazolidinone (1.714 g, 5.63 mmols) in 50 mL of methanol is added Hunig's base (1.15 mL, 6.61 mmols) followed by iodomethane (0.500 mL, 8.03 nmmols). The thick suspension is stirred overnight at room temperature. Filtration washing with ether provides 1.631 g (91%) of (Z)-5-[(5-methoxy-2-methyl-1H-indol-3-yl)methylene]-2(methylthio)-4(5H) thiazolone; mp 214-222° C. dec. Calc'd for C15H14N2O2S2 : Reactants: OCC1=C2CCN(CC2=CC=C1)C1=NC2=CC(=C(C=C2C(N1)=O)OC)OC (2-(5-hydroxymethyl-3,4-dihydro-1H-isoquinolin-2-yl)-6,7-dimethoxy-3H-quinazolin-4-one), Br (hydrobromic acid). Run at time 24 hour. The product is BrCC1=C2CCN(CC2=CC=C1)C1=NC2=CC(=C(C=C2C(N1)=O)OC)OC (2-(5-bromomethyl-3,4-dihydro-1H-isoquinolin-2-yl)-6,7-dimethoxy-3H-quinazolin-4-one). The yield is 91.0%. RXN SMILES: O[CH2:2][C:3]1[CH:12]=[CH:11][CH:10]=[C:9]2[C:4]=1[CH2:5][CH2:6][N:7]([C:13]1[NH:22][C:21](=[O:23])[C:20]3[C:15](=[CH:16][C:17]([O:26][CH3:27])=[C:18]([O:24][CH3:25])[CH:19]=3)[N:14]=1)[CH2:8]2.[BrH:28]>>[Br:28][CH2:2][C:3]1[CH:12]=[CH:11][CH:10]=[C:9]2[C:4]=1[CH2:5][CH2:6][N:7]([C:13]1[NH:22][C:21](=[O:23])[C:20]3[C:15](=[CH:16][C:17]([O:26][CH3:27])=[C:18]([O:24][CH3:25])[CH:19]=3)[N:14]=1)[CH2:8]2. Reported procedure: 2-(5-Hydroxymethyl-3,4-dihydro-1H-isoquinolin-2-yl)-6,7-dimethoxy-1H-quinazolin-4-one 22a (0.2 g, 0.54 mmol) was dissolved to room temperature in 5 mL of 48% hydrobromic acid and stirred to room temperature for 24 h. The precipitated product was separated by filtration, rinsed with water, dried to yield 0.21 g (91%) 2-(5-bromomethyl-3,4-dihydro-1H-isoquinolin-2-yl)-6,7-dimethoxy-3H-quinazolin-4-one 23a. Starting materials: CC1(C=2C(=CC(=CC2C(CC1)(C)C)C(C#C)O)OCC1=CC=C(C=C1)C)C (1-[5,5,8,8-tetramethyl-4-(4-methylbenzyloxy)-5,6,7,8-tetrahydro-2-naphthyl]prop-2-yn-1-ol), IC1=CC=C(C(=O)O)C=C1 (4-iodobenzoic acid). The reagents and catalysts are Cl[Pd]([P](C1=CC=CC=C1)(C2=CC=CC=C2)C3=CC=CC=C3)([P](C4=CC=CC=C4)(C5=CC=CC=C5)C6=CC=CC=C6)Cl (bis(triphenylphosphine)dichloropalladium), [Cu](I)I (copper iodide). Yields the product OC(C#CC1=CC=C(C(=O)O)C=C1)C1=CC=2C(CCC(C2C(=C1)OCC1=CC=C(C=C1)C)(C)C)(C)C (4-{3-hydroxy-3-[5,5,8,8-tetramethyl-4-(4-methylbenzyloxy)-5,6,7,8-tetrahydro-2-naphthyl]prop-1-ynyl)benzoic acid). Yield: 67.0%. Reaction SMILES: [CH3:1][C:2]1([CH3:27])[CH2:11][CH2:10][C:9]([CH3:13])([CH3:12])[C:8]2[CH:7]=[C:6]([CH:14]([OH:17])[C:15]#[CH:16])[CH:5]=[C:4]([O:18][CH2:19][C:20]3[CH:25]=[CH:24][C:23]([CH3:26])=[CH:22][CH:21]=3)[C:3]1=2.I[C:29]1[CH:37]=[CH:36][C:32]([C:33]([OH:35])=[O:34])=[CH:31][CH:30]=1>[Cu](I)I.Cl[Pd](Cl)([P](C1C=CC=CC=1)(C1C=CC=CC=1)C1C=CC=CC=1)[P](C1C=CC=CC=1)(C1C=CC=CC=1)C1C=CC=CC=1>[OH:17][CH:14]([C:6]1[CH:5]=[C:4]([O:18][CH2:19][C:20]2[CH:25]=[CH:24][C:23]([CH3:26])=[CH:22][CH:21]=2)[C:3]2[C:2]([CH3:27])([CH3:1])[CH2:11][CH2:10][C:9]([CH3:12])([CH3:13])[C:8]=2[CH:7]=1)[C:15]#[C:16][C:29]1[CH:37]=[CH:36][C:32]([C:33]([OH:35])=[O:34])=[CH:31][CH:30]=1 |^1:43,62|. Procedure: In a manner similar to that of Example 1g, by reacting 1.22 g (3.3 mmol) of 1-[5,5,8,8-tetramethyl-4-(4-methylbenzyloxy)-5,6,7,8-tetrahydro-2-naphthyl]prop-2-yn-1-ol with 680 mg (2.8 mmol) of 4-iodobenzoic acid in the presence of 27 mg of copper iodide and 49 mg of bis(triphenylphosphine)dichloropalladium. The desired product is obtained in the form of beige-colored crystals (m=900 mg; yield=67%; m.p.=219° C.). Reactants: C(C)(C)(C)OC(=O)N1C[C@H]2[C@@H](C1)CN(C2)C=2C=NC=C(C(=O)O)C2 (5-((3aR,6aS)-5-(tert-butoxycarbonyl)hexahydropyrrolo[3,4-c]pyrrol-2(1H)-yl)nicotinic Acid), NC1CCC2=CC=CC=C12 (1-aminoindane). Product: C1(CCC2=CC=CC=C12)NC(=O)C=1C=C(C=NC1)N1C[C@@H]2[C@H](C1)CN(C2)C(=O)OC(C)(C)C ((3aR,6aS)-tert-butyl 5-(5-(2,3-dihydro-1H-inden-1-ylcarbamoyl)pyridin-3-yl)hexahydropyrrolo[3,4-c]pyrrole-2(1H)-carboxylate). RXN SMILES: [C:1]([O:5][C:6]([N:8]1[CH2:12][C@H:11]2[CH2:13][N:14]([C:16]3[CH:17]=[N:18][CH:19]=[C:20]([CH:24]=3)[C:21]([OH:23])=O)[CH2:15][C@H:10]2[CH2:9]1)=[O:7])([CH3:4])([CH3:3])[CH3:2].[NH2:25][CH:26]1[C:34]2[C:29](=[CH:30][CH:31]=[CH:32][CH:33]=2)[CH2:28][CH2:27]1>>[CH:26]1([NH:25][C:21]([C:20]2[CH:24]=[C:16]([N:14]3[CH2:13][C@@H:11]4[CH2:12][N:8]([C:6]([O:5][C:1]([CH3:3])([CH3:4])[CH3:2])=[O:7])[CH2:9][C@@H:10]4[CH2:15]3)[CH:17]=[N:18][CH:19]=2)=[O:23])[C:34]2[C:29](=[CH:30][CH:31]=[CH:32][CH:33]=2)[CH2:28][CH2:27]1. Procedure details: The product from Example 33B and 1-aminoindane were processed as described in Example 33C to provide the title compound. MS (APCI) m/z 449 (M+H)+. The reactants are Clc1cccc(Cl)c1Cl, Cc1ccc(OC(=O)Cl)c(C)c1, F. The product is Cc1ccc(F)c(C)c1. Reaction SMILES: [Cl:13][c:14]1[c:15]([Cl:16])[c:17]([Cl:18])[cH:19][cH:20][cH:21]1.[Cl:1][C:2]([O:3][c:5]1[c:6]([CH3:12])[cH:7][c:8]([CH3:11])[cH:9][cH:10]1)=[O:4].[FH:22]>>[c:5]1([F:22])[c:6]([CH3:12])[cH:7][c:8]([CH3:11])[cH:9][cH:10]1. The reactants are BrCCCCC[C@H]1[C@H]2[C@@H]3CCC([C@@]3(C)C[C@@H]([C@@H]2C=2C=CC(=CC2C1)O)F)=O (7α-(5-bromopentyl)-11β-fluoro-3-hydroxy-estra-1,3,5(10)-trien-17-one), C(C)O (ethanol), O (water), [BH4-].[Na+] (sodium borohydride), O (water). The solvent is O1CCCC1 (tetrahydrofuran). Run at temperature 0 celsius, time 2 hour. The product is C(C)(=O)[O-] (acetate), BrCCCCC[C@H]1[C@H]2[C@@H]3CC[C@@H]([C@@]3(C)C[C@@H]([C@@H]2C=2C=CC(=CC2C1)O)F)O (7α-(5-bromopentyl)-11β-fluoro-estra-1,3,5(10)-triene-3,17β-diol). Reaction SMILES: [Br:1][CH2:2][CH2:3][CH2:4][CH2:5][CH2:6][C@@H:7]1[CH2:24][C:23]2[CH:22]=[C:21]([OH:25])[CH:20]=[CH:19][C:18]=2[C@@H:17]2[C@@H:8]1[C@H:9]1[C@@:13]([CH2:15][C@@H:16]2[F:26])([CH3:14])[C:12](=[O:27])[CH2:11][CH2:10]1.C([OH:30])C.O.[BH4-].[Na+]>O1CCCC1>[C:21]([O-:25])(=[O:30])[CH3:22].[Br:1][CH2:2][CH2:3][CH2:4][CH2:5][CH2:6][C@@H:7]1[CH2:24][C:23]2[CH:22]=[C:21]([OH:25])[CH:20]=[CH:19][C:18]=2[C@@H:17]2[C@@H:8]1[C@H:9]1[C@@:13]([CH2:15][C@@H:16]2[F:26])([CH3:14])[C@@H:12]([OH:27])[CH2:11][CH2:10]1 |f:3.4|. Procedure: A solution of 16.2 g of 7α-(5-bromopentyl)-11β-fluoro-3-hydroxy-estra-1,3,5(10)-trien-17-one in 162 ml of tetrahydrofuran as well as 90 ml of ethanol and 36 ml of water are mixed in portions at 0° C. with 4.7 g of sodium borohydride and stirred for 2 hours at 0° C. Then, it is added to water, extracted four times with ethyl acetate, washed with water and common salt solution, dried on sodium sulfate and concentrated by evaporation in a vacuum. 17.1 g of crude product is obtained. After chromatog...